From a dataset of the Open Reaction Database (ORD), a public repository of structured organic reaction records. describe an organic reaction: reactants, conditions, products, and yield Reactants: [H][H] (hydrogen), O[C@H](C)[C@@H]1[C@H]2CC(=C(N2C1=O)C(=O)OCC1=CC=C(C=C1)[N+](=O)[O-])[C@H]1N(CSC1)C(=O)OCC1=CC=C(C=C1)[N+](=O)[O-] (4-nitrobenzyl (5R,6S)-6-[(1R)-1-hydroxyethyl]-3-[(4R)-3-(4-nitrobenzyloxycarbonyl)thiazolidin-4-yl]-7-oxo-1-azabicyclo[3.2.0]hept-2-ene-2-carboxylate). The reagents and catalysts are [OH-].[OH-].[Pd+2] (palladium hydroxide on carbon). The solvent is O1CCCC1 (tetrahydrofuran), P(=O)([O-])([O-])[O-] (phosphate). The product is O[C@H](C)[C@@H]1[C@H]2CC(=C(N2C1=O)C(=O)O)[C@H]1NCSC1 ((5R,6S)-6-[(1R)-1-hydroxyethyl]-3-[(4R)-thiazolidin-4-yl]-7-oxo-1-azabicyclo[3.2.0]hept-2-ene-2-carboxylic acid). Isolated yield 6.3%. RXN SMILES: [OH:1][C@@H:2]([C@H:4]1[C:10](=[O:11])[N:9]2[C@@H:5]1[CH2:6][C:7]([C@@H:25]1[CH2:29][S:28][CH2:27][N:26]1C(OCC1C=CC([N+]([O-])=O)=CC=1)=O)=[C:8]2[C:12]([O:14]CC1C=CC([N+]([O-])=O)=CC=1)=[O:13])[CH3:3].[H][H]>O1CCCC1.P([O-])([O-])([O-])=O.[OH-].[OH-].[Pd+2]>[OH:1][C@@H:2]([C@H:4]1[C:10](=[O:11])[N:9]2[C@@H:5]1[CH2:6][C:7]([C@@H:25]1[CH2:29][S:28][CH2:27][NH:26]1)=[C:8]2[C:12]([OH:14])=[O:13])[CH3:3] |f:4.5.6|. Procedure details: A solution of 4-nitrobenzyl (5R,6S)-6-[(1R)-1-hydroxyethyl]-3-[(4R)-3-(4-nitrobenzyloxycarbonyl)thiazolidin-4-yl]-7-oxo-1-azabicyclo[3.2.0]hept-2-ene-2-carboxylate (2.00 g) in a mixture of tetrahydrofuran (30 ml) and phosphate buffer (pH 6.5) (30 ml) was hydrogenated under atmospheric pressure of hydrogen over palladium hydroxide on carbon (20%, 0.6 g) for 3 hours at ambient temperature. The catalyst was filtered off and the filtrate was concentrated under reduced pressure to give an aqueous sol...